This data is from the Open Reaction Database (ORD), a public repository of structured organic reaction records. The task is: describe an organic reaction: reactants, conditions, products, and yield Starting materials: N1=C(C=CC=C1)C (2-Picoline), C(C1=CC=CC=C1)Br (benzyl bromide), crude oil, CN(C1=CC=C(C=O)C=C1)C (4-dimethylaminobenzaldehyde), N1CCCCC1 (piperidine). Solvent: C(C)(C)O (isopropanol), CO (methanol). Reaction conditions: temperature 100 celsius. Yields the product [Br-].C(C1=CC=CC=C1)[N+]1=C(C=CC=C1)C=CC1=CC=C(C=C1)N(C)C (1-benzyl-2-[4-(dimethylamino)styryl]pyridinium bromide). The yield is 57.3%. RXN SMILES: [N:1]1[CH:6]=[CH:5][CH:4]=[CH:3][C:2]=1[CH3:7].[CH2:8]([Br:15])[C:9]1[CH:14]=[CH:13][CH:12]=[CH:11][CH:10]=1.[CH3:16][N:17]([CH3:26])[C:18]1[CH:25]=[CH:24][C:21]([CH:22]=O)=[CH:20][CH:19]=1.N1CCCCC1>C(O)(C)C.CO>[Br-:15].[CH2:8]([N+:1]1[CH:6]=[CH:5][CH:4]=[CH:3][C:2]=1[CH:7]=[CH:22][C:21]1[CH:24]=[CH:25][C:18]([N:17]([CH3:26])[CH3:16])=[CH:19][CH:20]=1)[C:9]1[CH:14]=[CH:13][CH:12]=[CH:11][CH:10]=1 |f:6.7|. Procedure details: 2-Picoline (9.3 g, 0.1 mole) and benzyl bromide (17.1 g, 0.1 mole) were refluxed in isopropanol (50 ml) overnight. The solvent was evaporated giving an oil which was heated at 100° C. for six hours. The resulting crude oil (8.0 g, 0.03 mole) and 4-dimethylaminobenzaldehyde (4.6 g, 0.03 mole) were refluxed in methanol (50 ml) in the presence of piperidine (0.2 ml) under nitrogen for three hours. On cooling dark-coloured crystals were obtained which were collected to give 1-benzyl-2-[4-(dimethylam... Starting materials: CO, COC(=O)c1cnc2c(c1)N(S(=O)(=O)c1ccc(C(F)(F)F)cc1)CCO2, N. Yields the product NC(=O)c1cnc2c(c1)N(S(=O)(=O)c1ccc(C(F)(F)F)cc1)CCO2. Reaction SMILES: [CH3:29][OH:30].[F:1][C:2]([c:3]1[cH:4][cH:5][c:6]([S:9](=[O:10])(=[O:11])[N:12]2[c:13]3[c:14]([n:18][cH:19][c:20]([C:22](=[O:23])[O:24][CH3:25])[cH:21]3)[O:15][CH2:16][CH2:17]2)[cH:7][cH:8]1)([F:26])[F:27].[NH3:28]>>[F:1][C:2]([c:3]1[cH:4][cH:5][c:6]([S:9](=[O:10])(=[O:11])[N:12]2[c:13]3[c:14]([n:18][cH:19][c:20]([C:22](=[O:23])[NH2:28])[cH:21]3)[O:15][CH2:16][CH2:17]2)[cH:7][cH:8]1)([F:26])[F:27]. Reactants: N1C[C@@H](CC1)NC(=O)C1=CNC2=C1N=CN=C2C2=C(C=CC=1OCOC12)OCC (4-(5-ethoxy-benzo[1,3]dioxol-4-yl)-5H-pyrrolo[3,2-d]pyrimidine-7-carboxylic acid (R)-pyrrolidin-3-ylamide), ClC(=O)[C@H](C)OC(C)=O (acetic acid (S)-1-chlorocarbonyl-ethyl ester). The product is O[C@H](C(=O)N1C[C@@H](CC1)NC(=O)C1=CNC2=C1N=CN=C2C2=C(C=CC=1OCOC12)OCC)C (4-(5-Ethoxy-benzo[1,3]dioxol-4-yl)-5H-pyrrolo[3,2-d]pyrimidine-7-carboxylic acid [(R)-1-((S)-2-hydroxy-propionyl)-pyrrolidin-3-yl]amide). Reaction SMILES: [NH:1]1[CH2:5][CH2:4][C@@H:3]([NH:6][C:7]([C:9]2[C:13]3[N:14]=[CH:15][N:16]=[C:17]([C:18]4[C:26]5[O:25][CH2:24][O:23][C:22]=5[CH:21]=[CH:20][C:19]=4[O:27][CH2:28][CH3:29])[C:12]=3[NH:11][CH:10]=2)=[O:8])[CH2:2]1.Cl[C:31]([C@@H:33]([O:35]C(=O)C)[CH3:34])=[O:32]>>[OH:35][C@@H:33]([CH3:34])[C:31]([N:1]1[CH2:5][CH2:4][C@@H:3]([NH:6][C:7]([C:9]2[C:13]3[N:14]=[CH:15][N:16]=[C:17]([C:18]4[C:26]5[O:25][CH2:24][O:23][C:22]=5[CH:21]=[CH:20][C:19]=4[O:27][CH2:28][CH3:29])[C:12]=3[NH:11][CH:10]=2)=[O:8])[CH2:2]1)=[O:32]. Procedure: Starting from 4-(5-ethoxy-benzo[1,3]dioxol-4-yl)-5H-pyrrolo[3,2-d]pyrimidine-7-carboxylic acid (R)-pyrrolidin-3-ylamide (example A176) and acetic acid (S)-1-chlorocarbonyl-ethyl ester the title compound was obtained as colorless solid. Reactants: BrC1=C(N=C(S1)CC)C1=CC=C(C=C1)F (5-bromo-2-ethyl-4-(4-fluorophenyl)-1,3-thiazole), CC1=NC=CC(=C1)B1OC(C(O1)(C)C)(C)C (2-methyl-4-(4,4,5,5-tetramethyl-1,3,2-dioxaborolan-2-yl)pyridine), C([O-])([O-])=O.[Cs+].[Cs+] (caesium carbonate). Solvent: C1CCOC1 (THF). Conditions: temperature 90 celsius. Yields the product C(C)C=1SC(=C(N1)C1=CC=C(C=C1)F)C1=CC(=NC=C1)C (4-[2-Ethyl-4-(4-fluorophenyl)-1,3-thiazol-5-yl]-2-methylpyridine). Reaction SMILES: Br[C:2]1[S:6][C:5]([CH2:7][CH3:8])=[N:4][C:3]=1[C:9]1[CH:14]=[CH:13][C:12]([F:15])=[CH:11][CH:10]=1.[CH3:16][C:17]1[CH:22]=[C:21](B2OC(C)(C)C(C)(C)O2)[CH:20]=[CH:19][N:18]=1.C(=O)([O-])[O-].[Cs+].[Cs+]>C1COCC1>[CH2:7]([C:5]1[S:6][C:2]([C:21]2[CH:20]=[CH:19][N:18]=[C:17]([CH3:16])[CH:22]=2)=[C:3]([C:9]2[CH:14]=[CH:13][C:12]([F:15])=[CH:11][CH:10]=2)[N:4]=1)[CH3:8] |f:2.3.4|. Reported procedure: In a microwave reactor, 100 mg (0.35 mmol) of 5-bromo-2-ethyl-4-(4-fluorophenyl)-1,3-thiazole, 100 mg (0.45 mmol) of 2-methyl-4-(4,4,5,5-tetramethyl-1,3,2-dioxaborolan-2-yl)pyridine, 1 ml of a 1M caesium carbonate solution and 28.7 mg (0.04 mmol) of [1,1′-bis(diphenylphosphino)-ferrocene/palladium(II) dichloride dichloromethane complex] in 2.5 ml of THF are, under argon, heated at 90° C. for 25 min. The reaction mixture is then filtered, the filter cake is washed with ethyl acetate (3×5 ml) and ...